From a dataset of the Open Reaction Database (ORD), a public repository of structured organic reaction records. describe an organic reaction: reactants, conditions, products, and yield Reactants: ClC1=CC2=C(N=C(O2)C=2C(=CC(=C(C2)[C@]2(NC(COC(C2(F)F)(C)C)=O)C)F)F)C=C1 ((R)-5-[5-(6-chloro-benzooxazol-2-yl)-2,4-difluoro-phenyl]-6,6-difluoro-5,7,7-trimethyl-[1,4]oxazepan-3-one), COC=1C=CC(=CC1)P2(=S)SP(=S)(S2)C=3C=CC(=CC3)OC (Lawesson's reagent). Solvent: O1CCOCC1 (1,4-dioxane). Yields the product ClC1=CC2=C(N=C(O2)C=2C(=CC(=C(C2)[C@]2(NC(COC(C2(F)F)(C)C)=S)C)F)F)C=C1 ((R)-5-[5-(6-chloro-benzooxazol-2-yl)-2,4-difluoro-phenyl]-6,6-difluoro-5,7,7-trimethyl-[1,4]oxazepan-3-thione). The yield is 87.2%. As a reaction SMILES: [Cl:1][C:2]1[CH:31]=[CH:30][C:5]2[N:6]=[C:7]([C:9]3[C:10]([F:29])=[CH:11][C:12]([F:28])=[C:13]([C@:15]4([CH3:27])[C:21]([F:23])([F:22])[C:20]([CH3:25])([CH3:24])[O:19][CH2:18][C:17](=O)[NH:16]4)[CH:14]=3)[O:8][C:4]=2[CH:3]=1.COC1C=CC(P2(SP(C3C=CC(OC)=CC=3)(=S)S2)=[S:41])=CC=1>O1CCOCC1>[Cl:1][C:2]1[CH:31]=[CH:30][C:5]2[N:6]=[C:7]([C:9]3[C:10]([F:29])=[CH:11][C:12]([F:28])=[C:13]([C@:15]4([CH3:27])[C:21]([F:23])([F:22])[C:20]([CH3:25])([CH3:24])[O:19][CH2:18][C:17](=[S:41])[NH:16]4)[CH:14]=3)[O:8][C:4]=2[CH:3]=1. Reported procedure: The reaction of (R)-5-[5-(6-chloro-benzooxazol-2-yl)-2,4-difluoro-phenyl]-6,6-difluoro-5,7,7-trimethyl-[1,4]oxazepan-3-one (164 mg, 359 μmol) with Lawesson's reagent (145 mg, 359 μmol) in 1,4-dioxane (3.5 ml) yielded the (R)-5-[5-(6-chloro-benzooxazol-2-yl)-2,4-difluoro-phenyl]-6,6-difluoro-5,7,7-trimethyl-[1,4]oxazepan-3-thione (148 mg, 87% yield) as a white solid. MS (ISP): m/z=473.0 [M+H]+ and 475.1 [M+2+H]+. Starting materials: FC(C1CCC(CC1)=O)(F)F (4-(trifluoromethyl)cyclohexanone), COC1=CC2=CC=C(C=C2C=C1)Br (2-methoxy-6-bromonaphthalene), [Li]CCCC (n-BuLi), solution. Solvent: C1CCOC1 (THF), hexanes. Conditions: temperature -78 celsius, time 15 minute. Yields the product COC=1C=C2C=CC(=CC2=CC1)C1(CCC(CC1)C(F)(F)F)O (1-(6-Methoxy-2-naphthyl)-4-(trifluoromethyl)cyclohexanol). RXN SMILES: [CH3:1][O:2][C:3]1[CH:12]=[CH:11][C:10]2[C:5](=[CH:6][CH:7]=[C:8](Br)[CH:9]=2)[CH:4]=1.[Li]CCCC.[F:19][C:20]([F:29])([F:28])[CH:21]1[CH2:26][CH2:25][C:24](=[O:27])[CH2:23][CH2:22]1>C1COCC1>[CH3:1][O:2][C:3]1[CH:4]=[C:5]2[C:10](=[CH:11][CH:12]=1)[CH:9]=[C:8]([C:24]1([OH:27])[CH2:23][CH2:22][CH:21]([C:20]([F:28])([F:29])[F:19])[CH2:26][CH2:25]1)[CH:7]=[CH:6]2. Reported procedure: To a cold (−78° C.) anhydrous solution of 2-methoxy-6-bromonaphthalene (1.52 g, 6.40 mmol) in THF (40 mL) was added n-BuLi (6.9 mL of a 2.5 M solution in hexanes, 6.9 mmol). The mixture was stirred at −78° C. under a nitrogen atmosphere for 15 min, then 4-(trifluoromethyl)cyclohexanone (0.88 g, 5.3 mmol) was added slowly to the reaction mixture. The bath was allowed to warm to room temperature and the reaction mixture was quenched with saturated NH4Cl (aq). The resultant mixture was extracted wi... The reactants are CN(C)C=O, Clc1c(Cl)c(Cl)c(Cl)c(Cl)c1Cl, Cl, [Na+], [Na+], [OH-], O, [SH-]. The product is Sc1c(Cl)c(Cl)c(Cl)c(Cl)c1Cl. As a reaction SMILES: [CH3:19][N:20]([CH3:21])[CH:22]=[O:23].[Cl:1][c:2]1[c:3]([Cl:4])[c:5]([Cl:6])[c:7]([Cl:8])[c:9]([Cl:10])[c:11]1[Cl:12].[ClH:17].[Na+:14].[Na+:16].[OH-:15].[OH2:18].[SH-:13]>>[Cl:1][c:2]1[c:3]([Cl:4])[c:5]([Cl:6])[c:7]([Cl:8])[c:9]([Cl:10])[c:11]1[SH:13]. Reactants: C(=O)(N1C=NC=C1)N1C=NC=C1 (1,1′-Carbonyldiimidazole), C(C1=CC=CC=C1)OC1=CC=C(OCC(=O)O)C=C1 (4-benzyloxyphenoxyacetic acid), NCCCN1C=NC=C1 (1-(3-Aminopropyl)imidazole). Solvent: C1CCOC1 (THF). Run at time 2 hour. Yields the product C(C1=CC=CC=C1)OC1=CC=C(OCC(=O)NCCCN2C=NC=C2)C=C1 (2-(4-benzyloxyphenoxy)-N-[3-(imidazol-1-yl)propyl]acetamide). RXN SMILES: C(N1C=CN=C1)(N1C=CN=C1)=O.[CH2:13]([O:20][C:21]1[CH:31]=[CH:30][C:24]([O:25][CH2:26][C:27]([OH:29])=O)=[CH:23][CH:22]=1)[C:14]1[CH:19]=[CH:18][CH:17]=[CH:16][CH:15]=1.[NH2:32][CH2:33][CH2:34][CH2:35][N:36]1[CH:40]=[CH:39][N:38]=[CH:37]1>C1COCC1>[CH2:13]([O:20][C:21]1[CH:22]=[CH:23][C:24]([O:25][CH2:26][C:27]([NH:32][CH2:33][CH2:34][CH2:35][N:36]2[CH:40]=[CH:39][N:38]=[CH:37]2)=[O:29])=[CH:30][CH:31]=1)[C:14]1[CH:15]=[CH:16][CH:17]=[CH:18][CH:19]=1. Procedure details: 1,1′-Carbonyldiimidazole (16.2 g) was added to a stirred suspension of 4-benzyloxyphenoxyacetic acid (25.8 g) in dry THF (350 ml) and the mixture was stirred at ambient temperature for 2 hours. 1-(3-Aminopropyl)imidazole (12.5 g) was added and the mixture was stirred for a further 18 hours. The mixture was filtered and the filtrate evaporated to give a residue which was treated as in Example 9a to give 2-(4-benzyloxyphenoxy)-N-[3-(imidazol-1-yl)propyl]acetamide m.p. 112-113° C. Starting materials: CO (methanol), [H-].[Na+] (sodium hydride), C(C1=CC=CC=C1)OC=1C=C(C=2C(C3=CC=CC(=C3OC2C1CC=C)OCC1=CC=CC=C1)=O)O (3,5-dibenzyloxy-1-hydroxy-4-allyl-xanthone), [H-].[Na+] (sodium hydride), CI (Methyl Iodide). The solvent is CN(C)C=O (DMF). Reaction conditions: temperature 50 celsius. Product: C(C1=CC=CC=C1)OC=1C=C(C=2C(C3=CC=CC(=C3OC2C1CC=C)OCC1=CC=CC=C1)=O)OC (3,5-dibenzyloxy-1-methoxy-4-allyl-xanthone). The yield is 85.2%. As a reaction SMILES: [CH2:1]([O:8][C:9]1[CH:10]=[C:11]([OH:35])[C:12]2[C:13](=[O:34])[C:14]3[C:19]([O:20][C:21]=2[C:22]=1[CH2:23][CH:24]=[CH2:25])=[C:18]([O:26][CH2:27][C:28]1[CH:33]=[CH:32][CH:31]=[CH:30][CH:29]=1)[CH:17]=[CH:16][CH:15]=3)[C:2]1[CH:7]=[CH:6][CH:5]=[CH:4][CH:3]=1.[H-].[Na+].[CH3:38]I.CO>CN(C=O)C>[CH2:1]([O:8][C:9]1[CH:10]=[C:11]([O:35][CH3:38])[C:12]2[C:13](=[O:34])[C:14]3[C:19]([O:20][C:21]=2[C:22]=1[CH2:23][CH:24]=[CH2:25])=[C:18]([O:26][CH2:27][C:28]1[CH:29]=[CH:30][CH:31]=[CH:32][CH:33]=1)[CH:17]=[CH:16][CH:15]=3)[C:2]1[CH:7]=[CH:6][CH:5]=[CH:4][CH:3]=1 |f:1.2|. Procedure details: To a solution of xanthone 6 (63 g, 135 mmol) in dry DMF (300 mL) was added sodium hydride (9 g 60% in oil, 225 mmol) portionwise at room temperature. Methyl Iodide (180 g, 1.28 mol) was added and the mixture was heated to 50° C. for 90 minutes. The reaction was then chilled with an ice bath and methanol was added dropwise (20 mL) until the remaining sodium hydride was consumed. The reaction mixture was diluted with ethyl acetate (1.2L) and washed with brine (3×500 mL), dried over magnesium sulfa...